From a dataset of the Open Reaction Database (ORD), a public repository of structured organic reaction records. describe an organic reaction: reactants, conditions, products, and yield The solvent is N1=CC=CC=C1 (pyridine). The reactants are ClC1=NC=NC2=C(C=CC=C12)[N+](=O)[O-] (4-chloro-8-nitroquinazoline), C(C)(C)(C)N (tert-butylamine). Reported procedure: A solution of 4-chloro-8-nitroquinazoline (Intermediate-7, step-2, 500 mg, 2.39 mmol), and tert-butylamine (350 mg, 4.78 mmol) in pyridine (5 mL) was stirred at rt for 3 h. Then the reaction mixture was concentrated and the residue was dissolved in EtOAc. Then the solution was washed with water and brine, separated, dried, filtered, concentrated and purified by column chromatography to afford 300 mg of the title product. 1H NMR (300 MHz, DMSO d6): δ 8.67 (d, J=8.4 Hz, 1H), 8.53 (s, 1H), 8.22 (d,... The yield is 51.0%. The product is C(C)(C)(C)NC1=NC=NC2=C(C=CC=C12)[N+](=O)[O-] (N-(tert-butyl)-8-nitroquinazolin-4-amine). RXN SMILES: Cl[C:2]1[C:11]2[C:6](=[C:7]([N+:12]([O-:14])=[O:13])[CH:8]=[CH:9][CH:10]=2)[N:5]=[CH:4][N:3]=1.[C:15]([NH2:19])([CH3:18])([CH3:17])[CH3:16]>N1C=CC=CC=1>[C:15]([NH:19][C:2]1[C:11]2[C:6](=[C:7]([N+:12]([O-:14])=[O:13])[CH:8]=[CH:9][CH:10]=2)[N:5]=[CH:4][N:3]=1)([CH3:18])([CH3:17])[CH3:16]. The reactants are OC1=C(C=NC2=C(C=CC=C12)C(F)(F)F)C(=O)O (4-hydroxy-8-trifluoromethyl-3 -quinoline-carboxylic acid), S(=O)(Cl)Cl (thionyl chloride). Reaction conditions: time 24 hour. The product is OC1=C(C=NC2=C(C=CC=C12)C(F)(F)F)C(=O)Cl (4-hydroxy-8-trifluoromethyl-3-quinoline-carboxylic acid chloride). Reaction SMILES: [OH:1][C:2]1[C:11]2[C:6](=[C:7]([C:12]([F:15])([F:14])[F:13])[CH:8]=[CH:9][CH:10]=2)[N:5]=[CH:4][C:3]=1[C:16]([OH:18])=O.S(Cl)([Cl:21])=O>>[OH:1][C:2]1[C:11]2[C:6](=[C:7]([C:12]([F:15])([F:14])[F:13])[CH:8]=[CH:9][CH:10]=2)[N:5]=[CH:4][C:3]=1[C:16]([Cl:21])=[O:18]. Procedure details: A mixture of 0.5 g of 4-hydroxy-8-trifluoromethyl-3 -quinoline-carboxylic acid in 5 ml of thionyl chloride was stirred at room temperature for 24 hours and the precipitate formed was recovered by vacuum filtration to obtain 0.4 g of 4-hydroxy-8-trifluoromethyl-3-quinoline-carboxylic acid chloride melting at 222° C. The reactants are ClC=1C=C(C=CC1Cl)[N+](=O)[O-] (3,4-dichloronitrobenzene), NCCNCCNCCN (triethylenetetramine), [H][H] (hydrogen), [H][H] (hydrogen), [H][H] (hydrogen), [H][H] (hydrogen). Reagents/catalysts: [Pt] (platinum on carbon). The solvent is CO (methanol). Run at temperature 100 celsius, time 150 minute. The product is NC1=CC=CC=C1 (aniline), ClC1=CC=C(N)C=C1 (monochloroaniline), ClC=1C=C(N)C=CC1Cl (3,4 -dichloroaniline). Reaction SMILES: [Cl:1][C:2]1[CH:3]=[C:4]([N+:9]([O-])=O)[CH:5]=[CH:6][C:7]=1[Cl:8].NCCNCCNCCN.[H][H]>[Pt].CO>[NH2:9][C:4]1[CH:5]=[CH:6][CH:7]=[CH:2][CH:3]=1.[Cl:8][C:7]1[CH:6]=[CH:5][C:4]([NH2:9])=[CH:3][CH:2]=1.[Cl:1][C:2]1[CH:3]=[C:4]([CH:5]=[CH:6][C:7]=1[Cl:8])[NH2:9]. Procedure: 100 g of 3,4-dichloronitrobenzene, 1 g of triethylenetetramine and 0.02g of 5% platinum on carbon were introduced into a SUS-32 eletromagnetic agitation type autoclave having an inner volume of 500 ml. After air in the autoclave was replaced by hydrogen, a hydrogen gas was further charged therein under a pressure of 20 kg/cm2G. The mixture was heated up to 100° C with agitation. Then, a hydrogen gas was further introduced into the autoclave until the pressure reached 50 kg/cm2G, and the mixture ... Starting materials: C1CCOC1, O=C1C(O)Cc2cc(Cl)c3[nH]ncc3c2CN1CC(F)(F)F, [H-], [Na+], O=C(Oc1ccc([N+](=O)[O-])cc1)N1CCC(c2cc3ccccc3[nH]c2=O)CC1. The product is O=C(OC1Cc2cc(Cl)c3[nH]ncc3c2CN(CC(F)(F)F)C1=O)N1CCC(c2cc3ccccc3[nH]c2=O)CC1. Reaction SMILES: [CH2:23]1[O:24][CH2:25][CH2:26][CH2:27]1.[Cl:1][c:2]1[cH:3][c:4]2[c:5]([c:6]3[cH:7][n:8][nH:9][c:10]13)[CH2:11][N:12]([CH2:18][C:19]([F:20])([F:21])[F:22])[C:13](=[O:17])[CH:14]([OH:16])[CH2:15]2.[H-:28].[Na+:29].[O:30]=[c:31]1[nH:32][c:33]2[cH:34][cH:35][cH:36][cH:37][c:38]2[cH:39][c:40]1[CH:41]1[CH2:42][CH2:43][N:44]([C:47](=[O:48])[O:49][c:50]2[cH:51][cH:52][c:53]([N+:54]([O-:55])=[O:56])[cH:57][cH:58]2)[CH2:45][CH2:46]1>>[Cl:1][c:2]1[cH:3][c:4]2[c:5]([c:6]3[cH:7][n:8][nH:9][c:10]13)[CH2:11][N:12]([CH2:18][C:19]([F:20])([F:21])[F:22])[C:13](=[O:17])[CH:14]([O:16][C:47]([N:44]1[CH2:43][CH2:42][CH:41]([c:40]3[c:31](=[O:30])[nH:32][c:33]4[cH:34][cH:35][cH:36][cH:37][c:38]4[cH:39]3)[CH2:46][CH2:45]1)=[O:48])[CH2:15]2. Reactants: C=CCBr, CC(C)=O, COc1nc(C(F)(F)F)cc(=O)n1-c1cc(O)c(Cl)cc1F, [Na+], [Na+], O=C([O-])[O-]. The product is C=CCOc1cc(-n2c(OC)nc(C(F)(F)F)cc2=O)c(F)cc1Cl. As a reaction SMILES: [CH2:23]([CH:24]=[CH2:25])[Br:26].[CH3:33][C:34](=[O:35])[CH3:36].[Cl:1][c:2]1[cH:3][c:4]([F:22])[c:5](-[n:9]2[c:10]([O:20][CH3:21])[n:11][c:12]([C:16]([F:17])([F:18])[F:19])[cH:13][c:14]2=[O:15])[cH:6][c:7]1[OH:8].[Na+:27].[Na+:28].[O-:29][C:30](=[O:31])[O-:32]>>[Cl:1][c:2]1[cH:3][c:4]([F:22])[c:5](-[n:9]2[c:10]([O:20][CH3:21])[n:11][c:12]([C:16]([F:17])([F:18])[F:19])[cH:13][c:14]2=[O:15])[cH:6][c:7]1[O:8][CH2:25][CH:24]=[CH2:23]. Yields the product BrCCCCCN1C(C2=CC=CC=3C2=C(C1=O)C=CC3)=O (2-(5-bromopentyl)-1H-benz[de]isoquinoline-1,3(2H)-dione). RXN SMILES: Cl.C1C2C(=CC=CC=2)CCN1CCC[CH2:15][N:16]1[C:25](=[O:26])[C:24]2[CH:27]=[CH:28][CH:29]=[C:22]3[C:23]=2[C:18](=[CH:19][CH:20]=[CH:21]3)[C:17]1=[O:30].[Br:31][CH2:32][CH2:33][CH2:34][CH2:35]CBr.BrCCCCBr>>[Br:31][CH2:32][CH2:33][CH2:34][CH2:35][CH2:15][N:16]1[C:17](=[O:30])[C:18]2[CH:19]=[CH:20][CH:21]=[C:22]3[C:23]=2[C:24](=[CH:27][CH:28]=[CH:29]3)[C:25]1=[O:26] |f:0.1|. Procedure details: Following the procedure of part (a) of example 39 but substituting 1,5-dibromopentane for the 1,4-dibromobutane, one obtains 2-(5-bromopentyl)-1H-benz[de]isoquinoline-1,3(2H)-dione; m.p. 113°-115°. Starting materials: Cl.C1N(CCC2=CC=CC=C12)CCCCN1C(C2=CC=CC=3C2=C(C1=O)C=CC3)=O (4-(3,4-Dihydro-2(1H)-isoquinolinyl)butyl-1H-benz[de]-isoquinoline-1,3(2H)-dione, hydrochloride), BrCCCCCBr (1,5-dibromopentane), BrCCCCBr (1,4-dibromobutane).